This data is from the Open Reaction Database (ORD), a public repository of structured organic reaction records. The task is: describe an organic reaction: reactants, conditions, products, and yield Starting materials: ClC=1C=CC(=C(C1)N1C(N(CC1)C)=O)C(=O)N1CCN(CC1)C1=NC(=C(C=C1C)C)C (1-{5-chloro-2-[4-(3,5,6-trimethylpyridin-2-yl)piperazine-1-carbonyl]phenyl}-3-methylimidazolidin-2-one), S1(NCCC1)(=O)=O (isothiazolidine 1,1-dioxide). Yields the product O=S1(N(CCC1)C=1C=CC(=C(C1)N1C(N(CC1)C)=O)C(=O)N1CCN(CC1)C1=NC(=C(C=C1C)C)C)=O (1-{5-(1,1-dioxo-1λ6-isothiazolidin-2-yl)-2-[4-(3,5,6-trimethylpyridin-2-yl)piperazine-1-carbonyl]phenyl}-3-methylimidazolidin-2-one). Yield: 41.2%. As a reaction SMILES: Cl[C:2]1[CH:3]=[CH:4][C:5]([C:15]([N:17]2[CH2:22][CH2:21][N:20]([C:23]3[C:28]([CH3:29])=[CH:27][C:26]([CH3:30])=[C:25]([CH3:31])[N:24]=3)[CH2:19][CH2:18]2)=[O:16])=[C:6]([N:8]2[CH2:12][CH2:11][N:10]([CH3:13])[C:9]2=[O:14])[CH:7]=1.[S:32]1(=[O:38])(=[O:37])[CH2:36][CH2:35][CH2:34][NH:33]1>>[O:37]=[S:32]1(=[O:38])[CH2:36][CH2:35][CH2:34][N:33]1[C:2]1[CH:3]=[CH:4][C:5]([C:15]([N:17]2[CH2:22][CH2:21][N:20]([C:23]3[C:28]([CH3:29])=[CH:27][C:26]([CH3:30])=[C:25]([CH3:31])[N:24]=3)[CH2:19][CH2:18]2)=[O:16])=[C:6]([N:8]2[CH2:12][CH2:11][N:10]([CH3:13])[C:9]2=[O:14])[CH:7]=1. Procedure details: Using 1-{5-chloro-2-[4-(3,5,6-trimethylpyridin-2-yl)piperazine-1-carbonyl]phenyl}-3-methylimidazolidin-2-one (57 mg) described in Preparation Example 259 and isothiazolidine 1,1-dioxide (24 mg) and by the reaction and treatment in the same manner as in Example 666, the title compound (28 mg) was obtained. Starting materials: C(N)(=O)CC1=CC=C(OC2=C(C=CC=C2)CC(=O)O)C=C1 (2-(4-carbamoylmethylphenoxy)phenylacetic acid), polyphosphoric acid. The solvent is O (water). Reaction conditions: temperature 100 celsius, time 50 minute. Yields the product O=C1C2=C(OC3=C(C1)C=CC=C3)C=CC(=C2)CC(=O)N ((10,11-dihydro-11-oxo dibenzo[b,f]oxepin-2-yl)-acetamide). Yield: 81.4%. RXN SMILES: [C:1]([CH2:4][C:5]1[CH:21]=[CH:20][C:8]([O:9][C:10]2[CH:15]=[CH:14][CH:13]=[CH:12][C:11]=2[CH2:16][C:17]([OH:19])=O)=[CH:7][CH:6]=1)(=[O:3])[NH2:2]>O>[O:19]=[C:17]1[CH2:16][C:11]2[CH:12]=[CH:13][CH:14]=[CH:15][C:10]=2[O:9][C:8]2[CH:20]=[CH:21][C:5]([CH2:4][C:1]([NH2:2])=[O:3])=[CH:6][C:7]1=2. Procedure: To 59 mg of 2-(4-carbamoylmethylphenoxy)phenylacetic acid was added 1.8 g of polyphosphoric acid, and the mixture was stirred under a dry atmosphere at 100° C. for 50 minutes. After being cooled, the resulting mixture was dissolved in water and then extracted with ethyl acetate. The extract was washed with a 1% sodium hydroxide solution and then with a saturated sodium chloride solution and dried over anhydrous sodium sulfate. The solvent was distilled off to obtain a residue, which was recrysta...